Dataset: the Open Reaction Database (ORD), a public repository of structured organic reaction records. Task: describe an organic reaction: reactants, conditions, products, and yield Starting materials: [OH-].[Na+] (sodium hydroxide), ClCCl (dichloromethane), C(C)(C)(C)C1=NC(=CC(=N1)N1CCN(CC1)C[C@H](COC(C)=O)C)C1CCC1 ((R)-acetic acid 3-[4-(2-tert-butyl-6-cyclobutyl-pyrimidin-4-yl)-piperazin-1-yl]-2-methyl-propyl ester). Solvent: O (water), O (water), C(C)O (ethanol). Conditions: temperature 65 celsius. Yields the product C(C)(C)(C)C1=NC(=CC(=N1)N1CCN(CC1)C[C@H](CO)C)C1CCC1 ((R)-3-[4-(2-tert-Butyl-6-cyclobutyl-pyrimidin-4-yl)-piperazin-1-yl]-2-methyl-propan-1-ol). The yield is 81.9%. RXN SMILES: [C:1]([C:5]1[N:10]=[C:9]([N:11]2[CH2:16][CH2:15][N:14]([CH2:17][C@@H:18]([CH3:24])[CH2:19][O:20]C(=O)C)[CH2:13][CH2:12]2)[CH:8]=[C:7]([CH:25]2[CH2:28][CH2:27][CH2:26]2)[N:6]=1)([CH3:4])([CH3:3])[CH3:2].[OH-].[Na+].ClCCl>C(O)C.O>[C:1]([C:5]1[N:10]=[C:9]([N:11]2[CH2:12][CH2:13][N:14]([CH2:17][C@@H:18]([CH3:24])[CH2:19][OH:20])[CH2:15][CH2:16]2)[CH:8]=[C:7]([CH:25]2[CH2:28][CH2:27][CH2:26]2)[N:6]=1)([CH3:2])([CH3:3])[CH3:4] |f:1.2|. Procedure details: 5.81 g of crude (R)-acetic acid 3-[4-(2-tert-butyl-6-cyclobutyl-pyrimidin-4-yl)-piperazin-1-yl]-2-methyl-propyl ester (asserted 14.1 mmol)) were stirred in 26.6 ml of ethanol. A solution of 2.83 g of sodium hydroxide in 6 ml of water was added and the reaction mixture was heated at 60-70° C. for 5 h. After cooling to room temperature, 50 ml of water and 50 ml of dichloromethane were added. The dichloromethane layer was separated and the aqueous was extracted with a further portion of dichloromet... Starting materials: CC(=O)C (acetone), CC(COC(CNC([C@@H](CC1=CC=CC=C1)CN1C[C@@H]([C@](CC1)(C)C1=CC(=CC=C1)O)C)=O)=O)C ((2S, 3R, 4R)[[2-[[4-(3-hydroxyphenyl)-3,4-dimethyl-1-piperidinyl ]methyl]-1-oxo-3-phenylpropyl]-amino]acetic acid 2-methylpropyl ester), C([C@@H](O)CC(=O)O)(=O)O (L-malic acid), C([C@@H](O)CC(=O)O)(=O)O (L-malic acid). Run in C(C)(=O)OCC (ethyl acetate). Conditions: temperature 70 celsius. The product is C(C(O)CC(=O)O)(=O)O.CC(CC)OC(CNC([C@@H](CC1=CC=CC=C1)CN1C[C@@H]([C@](CC1)(C)C1=CC(=CC=C1)O)C)=O)=O.C(C(O)CC(=O)O)(=O)O.C(C(O)CC(=O)O)(=O)O.OC=1C=C(C=CC1)[C@]1([C@H](CN(CC1)C[C@@H](C(=O)NCC(=O)OC(CC)C)CC1=CC=CC=C1)C)C ((2s, 3R, 4R)[[2-[[4-(3-hydroxyphenyl)-3,4-dimethyl-1-piperidinyl ]methyl]-1-oxo-3-phenylpropyl]-amino]acetic acid -methylpropyl ester sesquimalate salt). Reaction SMILES: [CH3:1][CH:2]([CH3:35])[CH2:3][O:4][C:5](=[O:34])[CH2:6][NH:7][C:8](=[O:33])[C@H:9]([CH2:17][N:18]1[CH2:23][CH2:22][C@:21]([C:25]2[CH:30]=[CH:29][CH:28]=[C:27]([OH:31])[CH:26]=2)([CH3:24])[C@@H:20]([CH3:32])[CH2:19]1)[CH2:10][C:11]1[CH:16]=[CH:15][CH:14]=[CH:13][CH:12]=1.[C:36]([OH:44])(=[O:43])[C@H:37]([CH2:39][C:40]([OH:42])=[O:41])[OH:38].[CH3:45]C(C)=O>C(OCC)(=O)C>[C:36]([OH:44])(=[O:43])[CH:37]([CH2:39][C:40]([OH:42])=[O:41])[OH:38].[CH3:45][CH:3]([O:4][C:5](=[O:34])[CH2:6][NH:7][C:8](=[O:33])[C@H:9]([CH2:17][N:18]1[CH2:23][CH2:22][C@:21]([C:25]2[CH:30]=[CH:29][CH:28]=[C:27]([OH:31])[CH:26]=2)([CH3:24])[C@@H:20]([CH3:32])[CH2:19]1)[CH2:10][C:11]1[CH:12]=[CH:13][CH:14]=[CH:15][CH:16]=1)[CH2:2][CH3:1].[C:36]([OH:44])(=[O:43])[CH:37]([CH2:39][C:40]([OH:42])=[O:41])[OH:38].[C:36]([OH:44])(=[O:43])[CH:37]([CH2:39][C:40]([OH:42])=[O:41])[OH:38].[OH:31][C:27]1[CH:26]=[C:25]([C@:21]2([CH3:24])[CH2:22][CH2:23][N:18]([CH2:17][C@H:9]([CH2:10][C:11]3[CH:16]=[CH:15][CH:14]=[CH:13][CH:12]=3)[C:8]([NH:7][CH2:6][C:5]([O:4][CH:3]([CH3:36])[CH2:2][CH3:35])=[O:34])=[O:33])[CH2:19][C@@H:20]2[CH3:32])[CH:30]=[CH:29][CH:28]=1 |f:4.5.6.7.8|. Procedure details: A compound of Example 1, (2.5 g, 5.2 mmol, 1.0 equiv) was dissolved in 50 mL of ethyl acetate. L-malic acid (1.03 g, 7.8 mmol, 1.5 eq) was added to the mixture. After the L-malic acid was dissolved by stirring, the solution was heated to 70° C. and 4.0 mL of acetone was added. The solution was crystallized. The product was isolated by filtration. The filter cake was washed with ethyl acetate. The salt was dried until the ethyl acetate levels were below 1%. The title compound was isolated as a wh... The reactants are CN(C(=O)OC(C)(C)C)C(Cc1ccc2ccccc2c1)C(=O)O, CCN=C=NCCCN(C)C, ClCCl, CNC(Cc1ccccc1)C(=O)N(C)NC(C)=O, CCN(C(C)C)C(C)C, Cl, On1nnc2cccnc21. The product is CC(=O)NN(C)C(=O)C(Cc1ccccc1)N(C)C(=O)C(Cc1ccc2ccccc2c1)N(C)C(=O)OC(C)(C)C. As a reaction SMILES: [C:1]([CH3:2])([CH3:3])([CH3:4])[O:5][C:6](=[O:7])[N:8]([CH3:9])[CH:10]([C:11](=[O:12])[OH:13])[CH2:14][c:15]1[cH:16][c:17]2[cH:18][cH:19][cH:20][cH:21][c:22]2[cH:23][cH:24]1.[CH2:36]([N:37]=[C:38]=[N:39][CH2:40][CH2:41][CH2:42][N:43]([CH3:44])[CH3:45])[CH3:46].[CH2:74]([Cl:75])[Cl:76].[CH3:47][N:48]([NH:49][C:50]([CH3:51])=[O:52])[C:53]([CH:54]([CH2:55][c:56]1[cH:57][cH:58][cH:59][cH:60][cH:61]1)[NH:62][CH3:63])=[O:64].[CH:65]([N:66]([CH:67]([CH3:68])[CH3:69])[CH2:70][CH3:71])([CH3:72])[CH3:73].[ClH:35].[OH:25][n:26]1[c:27]2[n:28][cH:29][cH:30][cH:31][c:32]2[n:33][n:34]1>>[C:1]([CH3:2])([CH3:3])([CH3:4])[O:5][C:6](=[O:7])[N:8]([CH3:9])[CH:10]([C:11](=[O:13])[N:62]([CH:54]([C:53]([N:48]([CH3:47])[NH:49][C:50]([CH3:51])=[O:52])=[O:64])[CH2:55][c:56]1[cH:57][cH:58][cH:59][cH:60][cH:61]1)[CH3:63])[CH2:14][c:15]1[cH:16][c:17]2[cH:18][cH:19][cH:20][cH:21][c:22]2[cH:23][cH:24]1. Reactants: Cl (Hydrochloric acid), OC1(CCN2C=NC=C21)C=2C=C1C=CC(=CC1=CC2)C(=O)NC (6-(7-Hydroxy-6,7-dihydro-5H-pyrrolo[1,2-c]imidazol-7-yl)-N-methyl-2-naphthamide), [H][H] (hydrogen). The reagents and catalysts are [C].[Pd] (palladium carbon). The solvent is CO (methanol). The product is C1=C2N(C=N1)CCC2C=2C=C1C=CC(=CC1=CC2)C(=O)NC (6-(6,7-dihydro-5H-pyrrolo[1,2-c]imidazol-7-yl)-N-methyl-2-naphthamide). Isolated yield 72.6%. As a reaction SMILES: O[C:2]1([C:10]2[CH:11]=[C:12]3[C:17](=[CH:18][CH:19]=2)[CH:16]=[C:15]([C:20]([NH:22][CH3:23])=[O:21])[CH:14]=[CH:13]3)[C:9]2[N:5]([CH:6]=[N:7][CH:8]=2)[CH2:4][CH2:3]1.Cl.[H][H]>CO.[C].[Pd]>[CH:8]1[N:7]=[CH:6][N:5]2[CH2:4][CH2:3][CH:2]([C:10]3[CH:11]=[C:12]4[C:17](=[CH:18][CH:19]=3)[CH:16]=[C:15]([C:20]([NH:22][CH3:23])=[O:21])[CH:14]=[CH:13]4)[C:9]=12 |f:4.5|. Procedure: 6-(7-Hydroxy-6,7-dihydro-5H-pyrrolo[1,2-c]imidazol-7-yl)-N-methyl-2-naphthamide (77 mg) was dissolved in methanol (5 ml). 1 N Hydrochloric acid (0.5 ml) and 10% palladium carbon (50% wet, 39 mg) were added, and the mixture was vigorously stirred for 12 h under 4 kg/cm2 hydrogen atmosphere. The catalyst was filtered off and the residue was washed with methanol. The filtrate and the washing were combined and aqueous potassium carbonate solution (0.25 M; 1 ml) was added. After neutralization, the s... Starting materials: NC1=CC=C(C=C1)N=NC1=CC=C(C=C1)OC (4-amino-4'-methoxyazobenzene), 4-amino-2',5'-dichloroazobenzene-4'-sulfonic acid, 4-amino-2'-methyl-6'-chloroazobenzene-4'-sulfonic acid, 4-amino-3-methoxyazobenzene-3'-sulfonic acid, C1=CC(=CC=C1N)N=NC2=CC=C(C=C2)S(=O)(=O)O (4-aminoazobenzene-4'-sulfonic acid), 4-amino-5'-chloroazobenzene-3,2'-disulfonic acid, 4-amino-3-methylazobenzene-3'-sulfonic acid, 4-amino-3-methoxyazobenzene-4'-sulfonic acid, NC1=CC=C(C=C1)N=NC1=CC=C(C=C1)Cl (4-amino-4'-chloroazobenzene), 4-aminoazobenzene-2',5'-disulfonic acid, 4-aminoazobenzene- 3,2',5'-trisulfonic acid, 4-amino-3-methylazobenzene-4'-sulfonic acid, NC1=CC=C(C=C1)N=NC1=C(C=CC=C1)OC (4-amino-2'-methoxyazobenzene), C1=CC(=CC(=C1)S(=O)(=O)O)N=NC2=CC=C(C=C2)N (4-aminoazobenzene-3'-sulfonic acid), 4-amino-3-methoxyazobenzene-2',5'-disulfonic acid, 4-aminoazobenzene-2'-sulfonic acid, C1=CC(=CC=C1C(=O)O)N=NC2=CC=C(C=C2)N (4-aminoazobenzene-4'-carboxylic acid), NC1=CC=C(C=C1)N=NC1=CC=C(C=C1)C (4-amino-4'-methylazobenzene), NC1=CC=C(C=C1)N=NC1=C(C=CC=C1)C (4-amino-2'-methylazobenzene), NC1=CC=C(C=C1)N=NC1=C(C=C(C=C1C)C)OC (4-amino-2'-methoxy-4',6'-dimethylazobenzene), 4-amino-2-methylazobenzene-4'-sulfonic acid, NC1=CC=C(C=C1)N=NC1=CC(=CC=C1)OC (4-amino-3'-methoxyazobenzene), 4-aminoazobenzene-3'-carboxylic acid, 4-aminoazobenzene-3,2'-disulfonic acid, 4-aminoazobenzene-2'-carboxylic acid, NC1=CC=C(C=C1)N=NC1=CC(=CC=C1)Cl (4-amino-3'-chloroazobenzene), 4-aminoazobenzene-3,3'-disulfonic acid, NC1=CC=C(C=C1)N=NC1=C(C=CC=C1)Cl (4-amino-2'-chloroazobenzene), NC1=CC=C(C=C1)N=NC1=CC(=CC=C1)C (4-amino-3'-methylazobenzene), C1=CC(=CC=C1N=NC2=CC(=C(C=C2)N)S(=O)(=O)O)S(=O)(=O)O (4-aminoazobenzene-3,4'-disulfonic acid), 4-amino-3-methylazobenzene-2'-sulfonic acid, 4-amino-5'-chloroazobenzene-2'-sulfonic acid, 4-amino-2-methylazobenzene-3'-sulfonic acid, 4-amino-4',6'-dichloroazobenzene-2'-sulfonic acid, 4-amino-4',6'-dimethylazobenzene-2'-sulfonic acid, 4-amino-2-methylazobenzene-2',5'-disulfonic acid, 4-amino-3-methylazobenzene-2',5'-disulfonic acid, NN=NC1=C(C=CC=C1)S(=O)(=O)O (4-aminoazobenzene-3-sulfonic acid). Yields the product NC1=CC=C(C=C1)N=NC1=CC=CC=C1 (4-aminoazobenzene). RXN SMILES: [NH2:1][C:2]1[CH:7]=[CH:6][C:5]([N:8]=[N:9][C:10]2[CH:15]=[CH:14][CH:13]=[CH:12][C:11]=2C)=[CH:4][CH:3]=1.NC1C=CC(N=NC2C=CC=C(C)C=2)=CC=1.NC1C=CC(N=NC2C=CC(C)=CC=2)=CC=1.NC1C=CC(N=NC2C=CC=CC=2OC)=CC=1.NC1C=CC(N=NC2C=CC=C(OC)C=2)=CC=1.NC1C=CC(N=NC2C=CC(OC)=CC=2)=CC=1.NC1C=CC(N=NC2C=CC=CC=2Cl)=CC=1.NC1C=CC(N=NC2C=CC=C(Cl)C=2)=CC=1.NC1C=CC(N=NC2C=CC(Cl)=CC=2)=CC=1.NC1C=CC(N=NC2C(C)=CC(C)=CC=2OC)=CC=1.C1C=C(S(O)(=O)=O)C=C(N=NC2C=CC(N)=CC=2)C=1.C1C(N)=CC=C(N=NC2C=CC(S(O)(=O)=O)=CC=2)C=1.C1C(C(O)=O)=CC=C(N=NC2C=CC(N)=CC=2)C=1.C1C(N=NC2C=CC(N)=C(S(O)(=O)=O)C=2)=CC=C(S(O)(=O)=O)C=1.NN=NC1C=CC=CC=1S(O)(=O)=O>>[NH2:1][C:2]1[CH:3]=[CH:4][C:5]([N:8]=[N:9][C:10]2[CH:15]=[CH:14][CH:13]=[CH:12][CH:11]=2)=[CH:6][CH:7]=1. Reported procedure: 4-amino-2'-methylazobenzene; 4-amino-3'-methylazobenzene; 4-amino-4'-methylazobenzene; 4-amino-2'-methoxyazobenzene; 4-amino-3'-methoxyazobenzene; 4-amino-4'-methoxyazobenzene; 4-amino-2'-chloroazobenzene; 4-amino-3'-chloroazobenzene; 4-amino-4'-chloroazobenzene; 4-amino-2'-methoxy-4',6'-dimethylazobenzene; 4-aminoazobenzene-2'-sulfonic acid; 4-aminoazobenzene-3'-sulfonic acid; 4-aminoazobenzene-4'-sulfonic acid; 4-aminoazobenzene-2'-carboxylic acid; 4-aminoazobenzene-3'-carboxylic acid; 4-amino...